This data is from the Open Reaction Database (ORD), a public repository of structured organic reaction records. The task is: describe an organic reaction: reactants, conditions, products, and yield The reactants are BrC1=CC=C(O1)C=O (5-bromofuran-2-carbaldehyde), CC1(C=C(N=CC1(C)C)B1OCCO1)C (4,4,5,5-tetramethyl-[1,3,2-dioxaborolan-2-yl)pyridine), C([O-])([O-])=O.[K+].[K+] (potassium carbonate), CN(C=O)C (dimethylformamide). The reagents and catalysts are ClCCl.[Pd].ClC1=C([C-](C=C1)P(C1=CC=CC=C1)C1=CC=CC=C1)Cl.[C-]1(C=CC=C1)P(C1=CC=CC=C1)C1=CC=CC=C1.[Fe+2] (dichloro[1,1′-bis(diphenylphosphino)ferrocene]-palladium dichloromethane). Solvent: O (water). Run at temperature 90 celsius, time 2 hour. Product: C(C)C=1C=C(C(=NC1OC)C)C1=CC=C(O1)C=O (5-(5-ethyl-6-methoxy-2-methylpyridin-3-yl)furan-2-carbaldehyde). The yield is 103.0%. As a reaction SMILES: Br[C:2]1[O:6][C:5]([CH:7]=O)=[CH:4][CH:3]=1.C[C:10]1([CH3:23])[C:15]([CH3:17])(C)[CH:14]=[N:13][C:12](B2OCCO2)=[CH:11]1.[C:24](=[O:27])([O-])[O-].[K+].[K+].CN(C)[CH:32]=[O:33]>O.ClCCl.[Pd].ClC1C=C[C-](P(C2C=CC=CC=2)C2C=CC=CC=2)C=1Cl.[C-]1(P(C2C=CC=CC=2)C2C=CC=CC=2)C=CC=C1.[Fe+2]>[CH2:10]([C:15]1[CH:17]=[C:7]([C:5]2[O:6][C:2]([CH:24]=[O:27])=[CH:3][CH:4]=2)[C:12]([CH3:11])=[N:13][C:14]=1[O:33][CH3:32])[CH3:23] |f:2.3.4,7.8.9.10.11|. Reported procedure: To a mixture of 5-bromofuran-2-carbaldehyde (1.25 g, 7.14 mmol), 3-ethyl-2-methoxy-6-methyl-5-(4,4,5,5-tetramethyl-[1,3,2-dioxaborolan-2-yl)pyridine (1.32 g, 4.76 mmol), prepared in accordance with one of the procedures of Step 1, PREPARATION 2, potassium carbonate (2.63 g, 7.14 mmol) and dimethylformamide (30 mL) under a nitrogen atmosphere is added dichloro[1,1′-bis(diphenylphosphino)ferrocene]-palladium dichloromethane adduct (0.2 g, 6 mol %) and the mixture is stirred at 90° C. for 2 hr. The... The reactants are C(C)(C)(C)OC(=O)N1CC=2N=CN=C(C2C1C)OC=1C=C2C=CN(C2=CC1)C(NC1=CC(=CC=C1)C(F)(F)F)=O (5-methyl-4-[1-(3-trifluoromethyl-phenylcarbamoyl)-1H-indol-5-yloxy]-5,7-dihydro-pyrrolo[3,4-d]pyrimidine-6-carboxylic acid tert-butyl ester), C(=O)(C(F)(F)F)O (TFA). Solvent: C(Cl)Cl (DCM). Product: FC(C=1C=C(C=CC1)NC(=O)N1C=CC2=CC=CC=C12)(F)F (indole-1-carboxylic acid (3-trifluoromethyl-phenyl)-amide). As a reaction SMILES: C(OC(N1C(C)C2C(O[C:19]3[CH:20]=[C:21]4[C:25](=[CH:26][CH:27]=3)[N:24]([C:28](=[O:40])[NH:29][C:30]3[CH:35]=[CH:34][CH:33]=[C:32]([C:36]([F:39])([F:38])[F:37])[CH:31]=3)[CH:23]=[CH:22]4)=NC=NC=2C1)=O)(C)(C)C.C(O)(C(F)(F)F)=O>C(Cl)Cl>[F:39][C:36]([F:37])([F:38])[C:32]1[CH:31]=[C:30]([NH:29][C:28]([N:24]2[C:25]3[C:21](=[CH:20][CH:19]=[CH:27][CH:26]=3)[CH:22]=[CH:23]2)=[O:40])[CH:35]=[CH:34][CH:33]=1. Reported procedure: To a solution of 5-methyl-4-[1-(3-trifluoromethyl-phenylcarbamoyl)-1H-indol-5-yloxy]-5,7-dihydro-pyrrolo[3,4-d]pyrimidine-6-carboxylic acid tert-butyl ester in DCM (20 mL), TFA (20 ml, 134 mmol) is added at 0° C. After 30 min the reaction is warmed to rt. At this point, the reaction is evaporated and the crude product is dissolved in EtOAc. A Few drops of NH4OH are added to freebase the amine and the whole mixture is then evaporated. The crude product is added to a silica gel column and is elute... The reactants are O=C(O)C12CC3CC(C1)CC([N+](=O)[O-])(C3)C2, CC(=O)NC12CC3CC(C1)C(=O)C(C3)C2, CC(=O)O, O, O=C1c2ccccc2C(=O)N1O. The product is O=C(O)C12CC3CC(O)(C1)CC([N+](=O)[O-])(C3)C2. Reaction SMILES: [C:2](=[O:3])([OH:4])[C:5]12[CH2:6][C:7]3([N+:15](=[O:16])[O-:17])[CH2:8][CH:9]([CH2:10][CH:11]([CH2:12]1)[CH2:13]3)[CH2:14]2.[C:30]([NH:31][C:32]12[CH2:33][CH:34]3[CH2:35][CH:36]([CH2:37][CH:38]([C:39]3=[O:40])[CH2:41]1)[CH2:42]2)(=[O:43])[CH3:44].[CH3:45][C:46](=[O:47])[OH:48].[O:1].[OH:18][N:19]1[C:20](=[O:21])[c:22]2[cH:23][cH:24][cH:25][cH:26][c:27]2[C:28]1=[O:29]>>[C:2](=[O:3])([OH:4])[C:5]12[CH2:6][C:7]3([N+:15](=[O:16])[O-:17])[CH2:8][C:9]([OH:18])([CH2:10][CH:11]([CH2:12]1)[CH2:13]3)[CH2:14]2. The reactants are solution, Cl (hydrogen chloride), FC(C1=C(C=CC=C1)S)(F)F (2-Trifluoromethylthiophenol), C([O-])([O-])=O.[K+].[K+] (potassium carbonate), C(#N)C=1C=C(C=CC1F)S(=O)(=O)N(C1=NC=NS1)CC1=C(C=C(C=C1)OC)OC (3-cyano-N-(2,4-dimethoxybenzyl)-4-fluoro-N-1,2,4-thiadiazol-5-ylbenzenesulfonamide). Solvent: CS(=O)C (dimethylsulfoxide), O1CCOCC1 (1,4-dioxane), CN(C(C)=O)C (N,N-dimethylacetamide), O1CCOCC1 (1,4-dioxane). Conditions: time 5 minute. Yields the product C(#N)C=1C=C(C=CC1SC1=C(C=CC=C1)C(F)(F)F)S(=O)(=O)NC1=NC=NS1 (3-Cyano-N-1,2,4-thiadiazol-5-yl-4-{[2-(trifluoromethyl)phenyl]thio}benzenesulfonamide). RXN SMILES: [F:1][C:2]([F:11])([F:10])[C:3]1[CH:8]=[CH:7][CH:6]=[CH:5][C:4]=1[SH:9].C(=O)([O-])[O-].[K+].[K+].[C:18]([C:20]1[CH:21]=[C:22]([S:27]([N:30](CC2C=CC(OC)=CC=2OC)[C:31]2[S:35][N:34]=[CH:33][N:32]=2)(=[O:29])=[O:28])[CH:23]=[CH:24][C:25]=1F)#[N:19].Cl>CN(C)C(=O)C.O1CCOCC1.CS(C)=O>[C:18]([C:20]1[CH:21]=[C:22]([S:27]([NH:30][C:31]2[S:35][N:34]=[CH:33][N:32]=2)(=[O:29])=[O:28])[CH:23]=[CH:24][C:25]=1[S:9][C:4]1[CH:5]=[CH:6][CH:7]=[CH:8][C:3]=1[C:2]([F:1])([F:10])[F:11])#[N:19] |f:1.2.3|. Reported procedure: 2-Trifluoromethylthiophenol (0.0615 g, 0.345 mmol) and potassium carbonate (0.100 g, 0.724 mmol) were stirred in N,N-dimethylacetamide (3 mL). After 5 minutes, 3-cyano-N-(2,4-dimethoxybenzyl)-4-fluoro-N-1,2,4-thiadiazol-5-ylbenzenesulfonamide (Preparation 1, 0.150 g, 0.345 mmol) was added to the reaction mixture and the mixture stirred at ambient temperature overnight. The mixture was partitioned between ethyl acetate and water. The organic layer was washed with a 1M aqueous solution of sodium h... The reactants are alcohol, C1(=CC=CC=C1)O (phenol), carboxylic acid, C1(CCCCC1)N=C=NC1CCCCC1 (N,N′-dicyclohexylcarbodiimide), N1(CCCC1)C1=CC=NC=C1 (4-pyrrolidinopyridine). The solvent is ClCCl (dichloromethane). Product: C1(CCCCC1)NC(=O)NC1CCCCC1 (N,N′-dicyclohexylurea). As a reaction SMILES: C1([OH:7])C=CC=CC=1.[CH:8]1([N:14]=[C:15]=[N:16][CH:17]2[CH2:22][CH2:21][CH2:20][CH2:19][CH2:18]2)[CH2:13][CH2:12][CH2:11][CH2:10][CH2:9]1.N1(C2C=CN=CC=2)CCCC1>ClCCl>[CH:17]1([NH:16][C:15]([NH:14][CH:8]2[CH2:9][CH2:10][CH2:11][CH2:12][CH2:13]2)=[O:7])[CH2:22][CH2:21][CH2:20][CH2:19][CH2:18]1. Procedure: A solution of the alcohol or phenol (1.0 eq.), of the carboxylic acid (1.1 eq.), of N,N′-dicyclohexylcarbodiimide (Aldrich, purity 99%; about 1.1-1.7 eq.) and catalytic amounts of 4-pyrrolidinopyridine (Aldrich, purity 98%; about 0.01 eq.) is stirred in anhydrous dichloromethane until the reaction is complete. The N,N′-dicyclohexylurea formed is filtered off, the solvent is removed under reduced pressure, and the residue is purified as described. Reactants: C(C1=CC=CC=C1)OC(=O)NNC(=O)C1(CCN(CC1)C(=O)OC(C)(C)C)CC1=NC(=CC=C1)NC1=CC=NN1C(C)(C)C (tert-butyl 4-((2-((benzyloxy)carbonyl)hydrazino)carbonyl)-4-((6-((1-tert-butyl-1H-pyrazol-5-yl)amino)pyridin-2-yl)methyl)piperidine-1-carboxylate). Reagents/catalysts: [OH-].[OH-].[Pd+2] (palladium hydroxide on carbon). The solvent is CO (methanol). Conditions: time 8 hour. Product: C(C)(C)(C)N1N=CC=C1NC1=CC=CC(=N1)CC1(CCN(CC1)C(=O)OC(C)(C)C)C(=O)NN (tert-butyl 4-((6-((1-tert-butyl-1H-pyrazol-5-yl)amino)pyridin-2-yl)methyl)-4-(hydrazinocarbonyl)piperidine-1-carboxylate). As a reaction SMILES: C(OC([NH:11][NH:12][C:13]([C:15]1([CH2:28][C:29]2[CH:34]=[CH:33][CH:32]=[C:31]([NH:35][C:36]3[N:40]([C:41]([CH3:44])([CH3:43])[CH3:42])[N:39]=[CH:38][CH:37]=3)[N:30]=2)[CH2:20][CH2:19][N:18]([C:21]([O:23][C:24]([CH3:27])([CH3:26])[CH3:25])=[O:22])[CH2:17][CH2:16]1)=[O:14])=O)C1C=CC=CC=1>CO.[OH-].[OH-].[Pd+2]>[C:41]([N:40]1[C:36]([NH:35][C:31]2[N:30]=[C:29]([CH2:28][C:15]3([C:13]([NH:12][NH2:11])=[O:14])[CH2:20][CH2:19][N:18]([C:21]([O:23][C:24]([CH3:26])([CH3:25])[CH3:27])=[O:22])[CH2:17][CH2:16]3)[CH:34]=[CH:33][CH:32]=2)=[CH:37][CH:38]=[N:39]1)([CH3:42])([CH3:43])[CH3:44] |f:2.3.4|. Procedure: To a solution of 535 mg of tert-butyl 4-((2-((benzyloxy)carbonyl)hydrazino)carbonyl)-4-((6-((1-tert-butyl-1H-pyrazol-5-yl)amino)pyridin-2-yl)methyl)piperidine-1-carboxylate in 10 ml of methanol was added 200 mg of 20% palladium hydroxide on carbon, followed by stirring the reaction mixture at room temperature overnight under hydrogen atmosphere. Palladium catalyst was filtered off using Celite, washed with methanol, and the filtrate was concentrated in vacuo to give the title compound as a pale ...